This data is from the Open Reaction Database (ORD), a public repository of structured organic reaction records. The task is: describe an organic reaction: reactants, conditions, products, and yield Reactants: C(C)(C)C1=NOC(=N1)N1CCC(CC1)O (1-(3-isopropyl-1,2,4-oxadiazol-5-yl)piperidin-4-ol), [H-].[Na+] (NaH), BrC1=CC2=C(N=C(S2)Cl)C=C1 (6-bromo-2-chlorobenzo[d]thiazole). The solvent is O (water), C1CCOC1 (THF). Run at temperature 60 celsius, time 4 hour. Product: BrC1=CC2=C(N=C(S2)OC2CCN(CC2)C2=NC(=NO2)C(C)C)C=C1 (5-(4-(6-bromobenzo[d]thiazol-2-yloxy)piperidin-1-yl)-3-isopropyl-1,2,4-oxadiazole). The yield is 64.8%. Reaction SMILES: [CH:1]([C:4]1[N:8]=[C:7]([N:9]2[CH2:14][CH2:13][CH:12]([OH:15])[CH2:11][CH2:10]2)[O:6][N:5]=1)([CH3:3])[CH3:2].[H-].[Na+].[Br:18][C:19]1[CH:28]=[CH:27][C:22]2[N:23]=[C:24](Cl)[S:25][C:21]=2[CH:20]=1>C1COCC1.O>[Br:18][C:19]1[CH:28]=[CH:27][C:22]2[N:23]=[C:24]([O:15][CH:12]3[CH2:11][CH2:10][N:9]([C:7]4[O:6][N:5]=[C:4]([CH:1]([CH3:3])[CH3:2])[N:8]=4)[CH2:14][CH2:13]3)[S:25][C:21]=2[CH:20]=1 |f:1.2|. Procedure details: To a solution of 1-(3-isopropyl-1,2,4-oxadiazol-5-yl)piperidin-4-ol (590 mg, 2.79 mmol) in THF (20 mL) was added NaH (60% in mineral oil, 142 mg, 3.55 mmol) followed by 6-bromo-2-chlorobenzo[d]thiazole (631 mg, 2.54 mmol). The reaction mixture was stirred at 60° C. for 4 h. The mixture was cooled to rt, diluted with water (40 mL), and extracted with EtOAc (3×30 mL). The combined organic layers were dried (Na2SO4), filtered, and concentrated. The residue was purified by column chromatography (sil... The reactants are CN(C=1C=C2CCCN(C2=CC1)C=1C(=NC2=CC=C(C=C2N1)C(=O)OC)C1=CC=C(C=C1)F)C (methyl 3-[6-(dimethylamino)-1,2,3,4-tetrahydroquinolin-1-yl]-2-(4-fluorophenyl)quinoxaline-6-carboxylate), [OH-].[Na+] (sodium hydroxide), CC(=O)O (AcOH). The solvent is CO (methanol), O (water), O (water). Conditions: time 8 hour. Product: CN(C=1C=C2CCCN(C2=CC1)C=1C(=NC2=CC=C(C=C2N1)C(=O)O)C1=CC=C(C=C1)F)C (3-[6-(dimethylamino)-1,2,3,4-tetrahydroquinolin-1-yl]-2-(4-fluorophenyl)quinoxaline-6-carboxylic acid). The yield is 9.7%. RXN SMILES: [CH3:1][N:2]([CH3:34])[C:3]1[CH:4]=[C:5]2[C:10](=[CH:11][CH:12]=1)[N:9]([C:13]1[C:14]([C:27]3[CH:32]=[CH:31][C:30]([F:33])=[CH:29][CH:28]=3)=[N:15][C:16]3[C:21]([N:22]=1)=[CH:20][C:19]([C:23]([O:25]C)=[O:24])=[CH:18][CH:17]=3)[CH2:8][CH2:7][CH2:6]2.[OH-].[Na+].CC(O)=O>CO.O>[CH3:1][N:2]([CH3:34])[C:3]1[CH:4]=[C:5]2[C:10](=[CH:11][CH:12]=1)[N:9]([C:13]1[C:14]([C:27]3[CH:28]=[CH:29][C:30]([F:33])=[CH:31][CH:32]=3)=[N:15][C:16]3[C:21]([N:22]=1)=[CH:20][C:19]([C:23]([OH:25])=[O:24])=[CH:18][CH:17]=3)[CH2:8][CH2:7][CH2:6]2 |f:1.2|. Procedure details: To a solution of methyl 3-[6-(dimethylamino)-1,2,3,4-tetrahydroquinolin-1-yl]-2-(4-fluorophenyl)quinoxaline-6-carboxylate (30 mg, 0.07 mmol) in methanol (20 ml) and water (2 ml) was added sodium hydroxide (10 mg, 0.25 mmol) and the reaction was stirred overnight at room temperature. The resulting solution was diluted with water (100 ml), adjusted pH to 5 with AcOH, extracted with ethyl acetate (3×20 ml), dried over anhydrous magnesium sulfate and concentrated in vacuo to give 3-[6-(dimethylamino... Starting materials: C(C)OC(C(=O)OCC)OCC (ethyl diethoxyacetate), C(C)(=O)Cl (acetyl chloride), II (iodine). Yields the product ClCCOCC(=O)OCC (Ethyl chloroethoxyacetate). Isolated yield 60.0%. RXN SMILES: [CH2:1]([O:3][CH:4](OCC)[C:5]([O:7][CH2:8][CH3:9])=[O:6])[CH3:2].C([Cl:16])(=O)C.II>>[Cl:16][CH2:2][CH2:1][O:3][CH2:4][C:5]([O:7][CH2:8][CH3:9])=[O:6]. Procedure: A solution of 40 ml (224 mmol) of ethyl diethoxyacetate, 19 ml (268 mmol) of acetyl chloride and 0.1 g (0.45 mmol) of iodine is heated at 50° C. for 4 hours. Only 60% of the desired product is formed. The reaction medium is cooled to room temperature, 19 ml (268 mmol) of acetyl chloride are added and the medium is heated at 50° C. for a further 18 hours. The reaction medium is evaporated to dryness under vacuum. 36.3 g (100%) of crude ethyl chloroethoxyacetate are obtained. The reactants are CC1S[C@H]2N(C(=C1)C(=O)OCC(Cl)(Cl)Cl)C(C2NC(C(C(CBr)=O)=NO)=O)=O (2,2,2-trichloroethyl 2-methyl-7-(2-hydroxyimino-3-oxo-4-bromobutyramido)-3-cephem-4-carboxylate), NC(=S)N (thiourea). Product: CC1S[C@H]2N(C(=C1)C(=O)OCC(Cl)(Cl)Cl)C(C2NC(C(C=2N=C(SC2)N)=NO)=O)=O (2,2,2-trichloroethyl 2-methyl-7-[2-hydroxyimino-2-(2-aminothiazol-4-yl)acetamido]-3-cephem-4-carboxylate). Solvent: C(C)O (ethanol). Run at time 1 hour. Procedure details: To a solution of 2,2,2-trichloroethyl 2-methyl-7-(2-hydroxyimino-3-oxo-4-bromobutyramido)-3-cephem-4-carboxylate (a mixture of syn and anti isomers) (0.51 g.) in ethanol (10 ml.) was added thiourea (0.068 g.), and the mixture was stirred for 1 hour at room temperature. The reaction mixture was concentrated under reduced pressure. To the residue were added ethyl acetate and water with stirring, and the ethyl acetate layer was separated. The remaining aqueous layer was adjusted to pH 7 and extract... Reaction SMILES: [CH3:1][CH:2]1[CH:7]=[C:6]([C:8]([O:10][CH2:11][C:12]([Cl:15])([Cl:14])[Cl:13])=[O:9])[N:5]2[C:16](=[O:28])[CH:17]([NH:18][C:19](=[O:27])[C:20](=[N:25][OH:26])[C:21](=O)[CH2:22]Br)[C@H:4]2[S:3]1.[NH2:29][C:30]([NH2:32])=[S:31]>C(O)C>[CH3:1][CH:2]1[CH:7]=[C:6]([C:8]([O:10][CH2:11][C:12]([Cl:15])([Cl:14])[Cl:13])=[O:9])[N:5]2[C:16](=[O:28])[CH:17]([NH:18][C:19](=[O:27])[C:20](=[N:25][OH:26])[C:21]3[N:29]=[C:30]([NH2:32])[S:31][CH:22]=3)[C@H:4]2[S:3]1.